Dataset: the Open Reaction Database (ORD), a public repository of structured organic reaction records. Task: describe an organic reaction: reactants, conditions, products, and yield The reactants are C1(=CC=CC=C1)[C@@H]1CC[C@H](CC1)NCCCCC1=CC=C(C=C1)O (trans-4-[4-(4-phenylcyclohexylamino)-butyl]phenol), C(Cl)Cl (CH2Cl2), [OH-].[Na+] (NaOH), [BH-](OC(=O)C)(OC(=O)C)OC(=O)C.[Na+] (NaBH(OAc)3). Solvent: CO (MeOH). Reaction conditions: time 10 minute. The product is CN(CCCCC1=CC=C(C=C1)O)[C@@H]1CC[C@H](CC1)C1=CC=CC=C1 (trans-4-{4-[Methyl(4-phenylcyclohexyl)amino]butyl}phenol). Yield: 56.0%. As a reaction SMILES: [C:1]1([C@H:7]2[CH2:12][CH2:11][C@H:10]([NH:13][CH2:14][CH2:15][CH2:16][CH2:17][C:18]3[CH:23]=[CH:22][C:21]([OH:24])=[CH:20][CH:19]=3)[CH2:9][CH2:8]2)[CH:6]=[CH:5][CH:4]=[CH:3][CH:2]=1.[CH2:25](Cl)Cl.[BH-](OC(C)=O)(OC(C)=O)OC(C)=O.[Na+].[OH-].[Na+]>CO>[CH3:25][N:13]([C@H:10]1[CH2:11][CH2:12][C@H:7]([C:1]2[CH:6]=[CH:5][CH:4]=[CH:3][CH:2]=2)[CH2:8][CH2:9]1)[CH2:14][CH2:15][CH2:16][CH2:17][C:18]1[CH:19]=[CH:20][C:21]([OH:24])=[CH:22][CH:23]=1 |f:2.3,4.5|. Procedure details: To a stirred solution of trans-4-[4-(4-phenylcyclohexylamino)-butyl]phenol (370 mg, 1.1 mmol) in a mixture of MeOH (5 mL) H2O (0.5 mL), and CH2Cl2 (5 mL) was added ρformaldehyde (170 mg, 5.7 mmol). After stirring for 10 minutes, NaBH(OAc)3 (300 mg, 1.4 mmol) was added, and the reaction mixture was stirred for 12 hours. Solid NaOH was added to give a clear solution, which was then concentrated under reduced pressure. Purification by flash chromatography (silica, 89:10:1 CH2Cl2:MeOH:NH4OH) and for... The product is CN(C)c1cccc(-c2ccc(C(=O)NCC(=O)N3CCC(Oc4ccccc4Cl)CC3)cc2)c1. The reactants are CN(C)c1cccc(-c2ccc(C(=O)O)cc2)c1, CCN=C=NCCCN(C)C, CCN(C(C)C)C(C)C, Cl, NCC(=O)N1CCC(Oc2ccccc2Cl)CC1, CN(C)C=O, O, On1nnc2ccccc21. Reaction SMILES: [CH3:10][N:11]([c:12]1[cH:13][c:14](-[c:18]2[cH:19][cH:20][c:21]([C:24](=[O:25])[OH:26])[cH:22][cH:23]2)[cH:15][cH:16][cH:17]1)[CH3:27].[CH3:38][CH2:39][N:40]=[C:41]=[N:42][CH2:43][CH2:44][CH2:45][N:46]([CH3:47])[CH3:48].[CH:1]([N:2]([CH2:3][CH3:4])[CH:5]([CH3:6])[CH3:7])([CH3:8])[CH3:9].[ClH:49].[NH2:50][CH2:51][C:52](=[O:53])[N:54]1[CH2:55][CH2:56][CH:57]([O:60][c:61]2[c:62]([Cl:67])[cH:63][cH:64][cH:65][cH:66]2)[CH2:58][CH2:59]1.[O:68]=[CH:69][N:70]([CH3:71])[CH3:72].[OH2:73].[OH:28][n:29]1[c:30]2[c:31]([cH:32][cH:33][cH:34][cH:35]2)[n:36][n:37]1>>[CH3:10][N:11]([c:12]1[cH:13][c:14](-[c:18]2[cH:19][cH:20][c:21]([C:24](=[O:26])[NH:50][CH2:51][C:52](=[O:53])[N:54]3[CH2:55][CH2:56][CH:57]([O:60][c:61]4[c:62]([Cl:67])[cH:63][cH:64][cH:65][cH:66]4)[CH2:58][CH2:59]3)[cH:22][cH:23]2)[cH:15][cH:16][cH:17]1)[CH3:27].